From a dataset of the Open Reaction Database (ORD), a public repository of structured organic reaction records. describe an organic reaction: reactants, conditions, products, and yield Reactants: O=C([O-])[O-], C1CCOC1, CC(C)(C)OC(=O)n1cc(B2OC(C)(C)C(C)(C)O2)cn1, COC(=O)c1cc(Br)ccc1NC(=O)COCC(=O)N1CCN(C(c2ccccc2)c2ccccc2)CC1, [Cs+], [Cs+], c1ccc(P(c2ccccc2)(c2ccccc2)[Pd](P(c2ccccc2)(c2ccccc2)c2ccccc2)(P(c2ccccc2)(c2ccccc2)c2ccccc2)P(c2ccccc2)(c2ccccc2)c2ccccc2)cc1. Product: COC(=O)c1cc(-c2cnn(C(=O)OC(C)(C)C)c2)ccc1NC(=O)COCC(=O)N1CCN(C(c2ccccc2)c2ccccc2)CC1. RXN SMILES: [C:60](=[O:61])([O-:62])[O-:63].[CH2:66]1[O:67][CH2:68][CH2:69][CH2:70]1.[CH3:39][C:40]1([CH3:41])[C:42]([CH3:43])([CH3:44])[O:45][B:46]([c:47]2[cH:48][n:49][n:50]([C:52](=[O:53])[O:54][C:55]([CH3:56])([CH3:57])[CH3:58])[cH:51]2)[O:59]1.[CH:1]([c:2]1[cH:3][cH:4][cH:5][cH:6][cH:7]1)([c:8]1[cH:9][cH:10][cH:11][cH:12][cH:13]1)[N:14]1[CH2:15][CH2:16][N:17]([C:20]([CH2:21][O:22][CH2:23][C:24](=[O:25])[NH:26][c:27]2[c:28]([C:29](=[O:30])[O:31][CH3:32])[cH:33][c:34]([Br:37])[cH:35][cH:36]2)=[O:38])[CH2:18][CH2:19]1.[Cs+:64].[Cs+:65].[cH:71]1[cH:72][cH:73][c:74]([P:75]([Pd:76]([P:77]([c:78]2[cH:79][cH:80][cH:81][cH:82][cH:83]2)([c:84]2[cH:85][cH:86][cH:87][cH:88][cH:89]2)[c:90]2[cH:91][cH:92][cH:93][cH:94][cH:95]2)([P:96]([c:97]2[cH:98][cH:99][cH:100][cH:101][cH:102]2)([c:103]2[cH:104][cH:105][cH:106][cH:107][cH:108]2)[c:109]2[cH:110][cH:111][cH:112][cH:113][cH:114]2)[P:115]([c:116]2[cH:117][cH:118][cH:119][cH:120][cH:121]2)([c:122]2[cH:123][cH:124][cH:125][cH:126][cH:127]2)[c:128]2[cH:129][cH:130][cH:131][cH:132][cH:133]2)([c:134]2[cH:135][cH:136][cH:137][cH:138][cH:139]2)[c:140]2[cH:141][cH:142][cH:143][cH:144][cH:145]2)[cH:146][cH:147]1>>[CH:1]([c:2]1[cH:3][cH:4][cH:5][cH:6][cH:7]1)([c:8]1[cH:9][cH:10][cH:11][cH:12][cH:13]1)[N:14]1[CH2:15][CH2:16][N:17]([C:20]([CH2:21][O:22][CH2:23][C:24](=[O:25])[NH:26][c:27]2[c:28]([C:29](=[O:30])[O:31][CH3:32])[cH:33][c:34](-[c:47]3[cH:48][n:49][n:50]([C:52](=[O:53])[O:54][C:55]([CH3:56])([CH3:57])[CH3:58])[cH:51]3)[cH:35][cH:36]2)=[O:38])[CH2:18][CH2:19]1. Reactants: OCCCBr, CCCCCCCCCCCC[n+]1ccccc1, Cc1ccccc1, [Cl-], Oc1c(Cl)cc(OCC=C(Cl)Cl)cc1Cl, [Na+], [OH-], O, O=S(=O)(O)O. The product is OCCCOc1c(Cl)cc(OCC=C(Cl)Cl)cc1Cl. RXN SMILES: [Br:1][CH2:2][CH2:3][CH2:4][OH:5].[CH2:7]([n+:8]1[cH:9][cH:10][cH:11][cH:12][cH:13]1)[CH2:14][CH2:15][CH2:16][CH2:17][CH2:18][CH2:19][CH2:20][CH2:21][CH2:22][CH2:23][CH3:24].[CH3:47][c:48]1[cH:49][cH:50][cH:51][cH:52][cH:53]1.[Cl-:6].[Cl:25][c:26]1[c:27]([OH:39])[c:28]([Cl:38])[cH:29][c:30]([O:32][CH2:33][CH:34]=[C:35]([Cl:36])[Cl:37])[cH:31]1.[Na+:41].[OH-:40].[OH2:54].[S:42](=[O:43])(=[O:44])([OH:45])[OH:46]>>[CH2:2]([CH2:3][CH2:4][OH:5])[O:39][c:27]1[c:26]([Cl:25])[cH:31][c:30]([O:32][CH2:33][CH:34]=[C:35]([Cl:36])[Cl:37])[cH:29][c:28]1[Cl:38]. Starting materials: O=C([O-])O, N#CS[Cu], [K+], Nc1c([N+](=O)[O-])cc(-c2cccnc2)cc1[N+](=O)[O-], O=N[O-], [Na+], [Na+], O, N#C[S-], O=S(=O)(O)O. The product is N#CSc1c([N+](=O)[O-])cc(-c2cccnc2)cc1[N+](=O)[O-]. Reaction SMILES: [C:28](=[O:29])([O-:30])[OH:31].[Cu:39][S:40][C:41]#[N:42].[K+:24].[N+:1](=[O:2])([O-:3])[c:4]1[c:5]([NH2:6])[c:7]([N+:17](=[O:18])[O-:19])[cH:8][c:9](-[c:11]2[cH:12][n:13][cH:14][cH:15][cH:16]2)[cH:10]1.[N:20]([O-:21])=[O:22].[Na+:23].[Na+:32].[OH2:38].[S-:25][C:26]#[N:27].[S:33](=[O:34])(=[O:35])([OH:36])[OH:37]>>[N+:1](=[O:2])([O-:3])[c:4]1[c:5]([S:25][C:26]#[N:27])[c:7]([N+:17](=[O:18])[O-:19])[cH:8][c:9](-[c:11]2[cH:12][n:13][cH:14][cH:15][cH:16]2)[cH:10]1.